Dataset: the Open Reaction Database (ORD), a public repository of structured organic reaction records. Task: describe an organic reaction: reactants, conditions, products, and yield Starting materials: ClC=1C=C(C=C(C1)Cl)C1(CC(=NO1)C1=CC=C(C=C1)CO)C(F)(F)F (5-(3,5-dichlorophenyl)-3-[4-(hydroxymethyl)phenyl]-5-trifluoromethyl-4,5-dihydro-isoxazole), ClCCl (dichloromethane), ice water. Reagents/catalysts: CN(C=O)C (N,N-dimethylformamide). Solvent: S(=O)(Cl)Cl (thionyl chloride). The product is ClCC1=CC=C(C=C1)C1=NOC(C1)(C(F)(F)F)C1=CC(=CC(=C1)Cl)Cl (3-[4-(chloromethyl)phenyl]-5-(3,5-dichlorophenyl)-5-trifluoromethyl-4,5-dihydro-isoxazole). RXN SMILES: [Cl:1][C:2]1[CH:3]=[C:4]([C:9]2([C:22]([F:25])([F:24])[F:23])[O:13][N:12]=[C:11]([C:14]3[CH:19]=[CH:18][C:17]([CH2:20]O)=[CH:16][CH:15]=3)[CH2:10]2)[CH:5]=[C:6]([Cl:8])[CH:7]=1.[Cl:26]CCl>S(Cl)(Cl)=O.CN(C)C=O>[Cl:26][CH2:20][C:17]1[CH:18]=[CH:19][C:14]([C:11]2[CH2:10][C:9]([C:4]3[CH:3]=[C:2]([Cl:1])[CH:7]=[C:6]([Cl:8])[CH:5]=3)([C:22]([F:25])([F:24])[F:23])[O:13][N:12]=2)=[CH:15][CH:16]=1. Reported procedure: In a solution of 4.2 g of 5-(3,5-dichlorophenyl)-3-[4-(hydroxymethyl)phenyl]-5-trifluoromethyl-4,5-dihydro-isoxazole in 100 mL of dichloromethane, 1.2 mL of thionyl chloride and a catalytic amount (2 to 3 drops) of N,N-dimethylformamide were added, and stirred under reflux with heating for 3 hours. After the completion of the reaction, the reaction mixture was poured into 30 mL of ice water, the organic phase was collected, washed with water (50 mL×1) and saturated sodium hydrogen carbonate aque... The solvent is C(C)(=O)O (Acetic acid). Procedure: A mixture of 3-(3-{[3-(t-butoxycarbonylaminomethyl)-4-cyanophenylamino]-[5-ethyl-2-fluoro-3-(2-hydroxyethoxy)phenyl]methyl}-5-oxo-4,5-dihydro-[1,2,4]triazol-1-yl)thiophene-2-carboxylic acid methyl ester (31 mg), a methanol:THF (2:1) mixed solvent (1.5 mL) and a 5N sodium hydroxide aqueous solution (0.1 mL) was heated for 14 hours at 65° C. under a nitrogen atmosphere. Acetic acid was added to the mixture, which was then purified by reverse-phase high performance liquid chromatography (acetonitri... Yield: 35.0%. As a reaction SMILES: C[O:2][C:3]([C:5]1[S:6][CH:7]=[CH:8][C:9]=1[N:10]1[C:14](=[O:15])[NH:13][C:12]([CH:16]([NH:30][C:31]2[CH:36]=[CH:35][C:34]([C:37]#[N:38])=[C:33]([CH2:39][NH:40]C(OC(C)(C)C)=O)[CH:32]=2)[C:17]2[CH:22]=[C:21]([CH2:23][CH3:24])[CH:20]=[C:19]([O:25][CH2:26][CH2:27][OH:28])[C:18]=2[F:29])=[N:11]1)=[O:4].CO.C1COCC1.[OH-].[Na+]>C(O)(=O)C>[CH2:23]([C:21]1[CH:20]=[C:19]([O:25][CH2:26][CH2:27][OH:28])[C:18]([F:29])=[C:17]([CH:16]([NH:30][C:31]2[CH:32]=[C:33]3[C:34](=[CH:35][CH:36]=2)[C:37](=[NH:38])[NH:40][CH2:39]3)[C:12]2[NH:13][C:14](=[O:15])[N:10]([C:9]3[CH:8]=[CH:7][S:6][C:5]=3[C:3]([OH:2])=[O:4])[N:11]=2)[CH:22]=1)[CH3:24] |f:1.2,3.4|. The product is C(C)C=1C=C(C(=C(C1)C(C1=NN(C(N1)=O)C1=C(SC=C1)C(=O)O)NC=1C=C2CNC(C2=CC1)=N)F)OCCO (3-(3-{[5-Ethyl-2-fluoro-3-(2-hydroxyethoxy)phenyl]-(1-imino-2,3-dihydro-1H-isoindol-5-ylamino)methyl}-5-oxo-4,5-dihydro-[1,2,4]-triazol-1-yl)thiophene-2-carboxylic Acid). Reactants: COC(=O)C=1SC=CC1N1N=C(NC1=O)C(C1=C(C(=CC(=C1)CC)OCCO)F)NC1=CC(=C(C=C1)C#N)CNC(=O)OC(C)(C)C (3-(3-{[3-(t-butoxycarbonylaminomethyl)-4-cyanophenylamino]-[5-ethyl-2-fluoro-3-(2-hydroxyethoxy)phenyl]methyl}-5-oxo-4,5-dihydro-[1,2,4]triazol-1-yl)thiophene-2-carboxylic acid methyl ester), [OH-].[Na+] (sodium hydroxide), CO.C1CCOC1 (methanol THF), solvent.